The task is: describe an organic reaction: reactants, conditions, products, and yield. This data is from the Open Reaction Database (ORD), a public repository of structured organic reaction records. Starting materials: CC(C)(C)c1cccc(C(O)c2cccc(-c3ccccn3)c2)c1OCc1ccccc1, ClCCl. Product: CC(C)(C)c1cccc(C(=O)c2cccc(-c3ccccn3)c2)c1OCc1ccccc1. RXN SMILES: [CH2:1]([c:2]1[cH:3][cH:4][cH:5][cH:6][cH:7]1)[O:8][c:9]1[c:10]([CH:19]([OH:20])[c:21]2[cH:22][c:23](-[c:27]3[n:28][cH:29][cH:30][cH:31][cH:32]3)[cH:24][cH:25][cH:26]2)[cH:11][cH:12][cH:13][c:14]1[C:15]([CH3:16])([CH3:17])[CH3:18].[Cl:33][CH2:34][Cl:35]>>[CH2:1]([c:2]1[cH:3][cH:4][cH:5][cH:6][cH:7]1)[O:8][c:9]1[c:10]([C:19](=[O:20])[c:21]2[cH:22][c:23](-[c:27]3[n:28][cH:29][cH:30][cH:31][cH:32]3)[cH:24][cH:25][cH:26]2)[cH:11][cH:12][cH:13][c:14]1[C:15]([CH3:16])([CH3:17])[CH3:18]. The reactants are [H-].[Na+] (sodium hydride), C1(=CC=CC=C1)O (phenol), C(C)(C)(C)OC(=O)N1CCC2=C(CC1)C(=C(C=C2)Cl)CCl (3-tert-butoxycarbonyl-7-chloro-6-chloromethyl-2,3,4,5-tetrahydro-1H-benzo[d]azepine). Reagents/catalysts: [I-].[K+] (potassium iodide). Run in CN(C)C=O (DMF), CN(C)C=O (DMF). Conditions: time 5 minute. Yields the product C(C)(C)(C)OC(=O)N1CCC2=C(CC1)C(=C(C=C2)Cl)COC2=CC=CC=C2 (3-tert-butoxycarbonyl-7-chloro-6-phenoxymethyl-2,3,4,5-tetrahydro-1H-benzo[d]azepine). The yield is 33.8%. RXN SMILES: [H-].[Na+].[C:3]1([OH:9])[CH:8]=[CH:7][CH:6]=[CH:5][CH:4]=1.[C:10]([O:14][C:15]([N:17]1[CH2:23][CH2:22][C:21]2[C:24]([CH2:29]Cl)=[C:25]([Cl:28])[CH:26]=[CH:27][C:20]=2[CH2:19][CH2:18]1)=[O:16])([CH3:13])([CH3:12])[CH3:11]>CN(C=O)C.[I-].[K+]>[C:10]([O:14][C:15]([N:17]1[CH2:23][CH2:22][C:21]2[C:24]([CH2:29][O:9][C:3]3[CH:8]=[CH:7][CH:6]=[CH:5][CH:4]=3)=[C:25]([Cl:28])[CH:26]=[CH:27][C:20]=2[CH2:19][CH2:18]1)=[O:16])([CH3:13])([CH3:12])[CH3:11] |f:0.1,5.6|. Procedure details: Add sodium hydride (22 mg, 0.54 mmol, 60% dispersion in mineral oil) to phenol (42 mg, 0.04 mL, 0.45 mmol) in anhydrous DMF (2 mL). Stir the mixture under nitrogen for 5 min and then add 3-tert-butoxycarbonyl-7-chloro-6-chloromethyl-2,3,4,5-tetrahydro-1H-benzo[d]azepine (175 mg, 0.45 mmol) in anhydrous DMF (2 mL) followed by catalytic potassium iodide (1 mg). Stir the reaction at 45° C. for 12 h then cool to room temperature and partition between EtOAc/water. Wash the organic phase with brine. D... Starting materials: C(C1=CC=CC=C1)OC(=O)NCCCN1CCC(CC1)(C1=CC=CC=C1)OC(C)=O (N-benzyloxycarbonyl-3-(4-acetoxy-4-phenylpiperidin-1-yl)propylamine). Reagents/catalysts: [Pd] (Pd-C). The solvent is N (ammonia), CO (methanol). Conditions: time 4 hour. Product: C(C)(=O)OC1(CCN(CC1)CCCN)C1=CC=CC=C1 (3-(4-Acetoxy-4-phenylpiperidin-1-yl)propylamine). Isolated yield 99.6%. As a reaction SMILES: C(OC([NH:11][CH2:12][CH2:13][CH2:14][N:15]1[CH2:20][CH2:19][C:18]([O:27][C:28](=[O:30])[CH3:29])([C:21]2[CH:26]=[CH:25][CH:24]=[CH:23][CH:22]=2)[CH2:17][CH2:16]1)=O)C1C=CC=CC=1>N.CO.[Pd]>[C:28]([O:27][C:18]1([C:21]2[CH:22]=[CH:23][CH:24]=[CH:25][CH:26]=2)[CH2:17][CH2:16][N:15]([CH2:14][CH2:13][CH2:12][NH2:11])[CH2:20][CH2:19]1)(=[O:30])[CH3:29]. Procedure details: A mixture of N-benzyloxycarbonyl-3-(4-acetoxy-4-phenylpiperidin-1-yl)propylamine (3.0 g, 7.3 mmol) and 10% Pd-C (0.3 g) in 1M ammonia in methanol(50 mL) was hydrogenated at 70 psi at room temperature for 4 h. The catalyst was removed by filtration and the solvent was evaporated to leave the product as a viscous oil (2.01 g, 99%), the 1H-NMR showed it to be very pure and was used in the next step without any purification. The reactants are [OH-].[Na+] (NaOH), C(=O)(OC(C)(C)C)N1CCC(CC1)=O (1-Boc-4-piperidone), [BH-](OC(=O)C)(OC(=O)C)OC(=O)C.[Na+] (NaBH(OAc)3), CS(=O)(=O)C1=CC=C(OC2CCNCC2)C=C1 (4-(4-methanesulfonyl-phenoxy)-piperidine). Run in ClCCl (dichloromethane), C(C)(=O)O (acetic acid), ClCCCl (1,2-dichloroethane), C1CCOC1 (THF). The product is C(C)(C)(C)OC(=O)N1CCC(CC1)N1CCC(CC1)OC1=CC=C(C=C1)S(=O)(=O)C (4-(4-methanesulfonyl-phenoxy)-[1,4′]bipiperidinyl-1′-carboxylic acid tert-butyl ester). The yield is 91.5%. As a reaction SMILES: [CH3:1][S:2]([C:5]1[CH:17]=[CH:16][C:8]([O:9][CH:10]2[CH2:15][CH2:14][NH:13][CH2:12][CH2:11]2)=[CH:7][CH:6]=1)(=[O:4])=[O:3].[C:18]([N:25]1[CH2:30][CH2:29][C:28](=O)[CH2:27][CH2:26]1)([O:20][C:21]([CH3:24])([CH3:23])[CH3:22])=[O:19].[BH-](OC(C)=O)(OC(C)=O)OC(C)=O.[Na+].[OH-].[Na+]>C1COCC1.ClCCl.C(O)(=O)C.ClCCCl>[C:21]([O:20][C:18]([N:25]1[CH2:30][CH2:29][CH:28]([N:13]2[CH2:14][CH2:15][CH:10]([O:9][C:8]3[CH:7]=[CH:6][C:5]([S:2]([CH3:1])(=[O:4])=[O:3])=[CH:17][CH:16]=3)[CH2:11][CH2:12]2)[CH2:27][CH2:26]1)=[O:19])([CH3:24])([CH3:22])[CH3:23] |f:2.3,4.5|. Procedure details: To a solution of 4-(4-methanesulfonyl-phenoxy)-piperidine (0.7 g) dissolved in THF (5 ml) and 1,2-dichloroethane (10 ml) with 1-Boc-4-piperidone (0.71 g) was added NaBH(OAc)3 (0.926 g) and acetic acid (0.18 g). After 16 hours at RT aqueous NaOH (1M) solution and dichloromethane were added and the mixture was extracted with dichloromethane. The combined organic extracts were washed with water, dried with magnesium sulfate and concentrated to leave a residue which was purified by chromatography (d... The reactants are CON(C(C1=CC=C(C=C1)C1=NOC(=C1)C(F)(F)F)=O)C (N-Methoxy-N-methyl-4-(5-trifluoromethyl-isoxazol-3-yl)-benzamide), C(C)(C)(C)[Mg]Br (tert-butylmagnesium bromide). The solvent is C1CCOC1 (THF). The product is CC(C(=O)C1=CC=C(C=C1)C1=NOC(=C1)C(F)(F)F)(C)C (2,2-Dimethyl-1-[4-(5-trifluoromethyl-isoxazol-3-yl)-phenyl]-propan-1-one). Isolated yield 7.0%. Reaction SMILES: CON(C)[C:4](=[O:20])[C:5]1[CH:10]=[CH:9][C:8]([C:11]2[CH:15]=[C:14]([C:16]([F:19])([F:18])[F:17])[O:13][N:12]=2)=[CH:7][CH:6]=1.[C:22]([Mg]Br)([CH3:25])([CH3:24])[CH3:23]>C1COCC1>[CH3:23][C:22]([CH3:25])([CH3:24])[C:4]([C:5]1[CH:6]=[CH:7][C:8]([C:11]2[CH:15]=[C:14]([C:16]([F:17])([F:18])[F:19])[O:13][N:12]=2)=[CH:9][CH:10]=1)=[O:20]. Procedure: Prepared from N-Methoxy-N-methyl-4-(5-trifluoromethyl-isoxazol-3-yl)-benzamide and a 1.7 N THF solution of tert-butylmagnesium bromide as described in Example 5. Chromatographed on silica gel with EtOAc/hexanes (5 then 10%) as eluant to afford product as a colorless solid (21 mg, 7%). 1H NMR (CDCl3) 1.37 (s, 9H), 7.05 (s, 1H), 7.79 (d, J=8.4, 2H), 7.87 (d, J=7.9, 2H). 19F NMR −64.6. LC/MS 7.28 min, [M+1]+ 298. Reactants: COCCOC, [Na+], [Na+], O=C([O-])[O-], c1ccc(P(c2ccccc2)(c2ccccc2)[Pd](P(c2ccccc2)(c2ccccc2)c2ccccc2)(P(c2ccccc2)(c2ccccc2)c2ccccc2)P(c2ccccc2)(c2ccccc2)c2ccccc2)cc1, COc1ccc(Br)cc1-c1nc(-c2ccccn2)no1, OB(O)c1ccncc1. Product: COc1ccc(-c2ccncc2)cc1-c1nc(-c2ccccn2)no1. As a reaction SMILES: [CH3:113][O:114][CH2:115][CH2:116][O:117][CH3:118].[Na+:30].[Na+:31].[O-:32][C:33](=[O:34])[O-:35].[cH:36]1[cH:37][cH:38][c:39]([P:40]([Pd:41]([P:42]([c:43]2[cH:44][cH:45][cH:46][cH:47][cH:48]2)([c:49]2[cH:50][cH:51][cH:52][cH:53][cH:54]2)[c:55]2[cH:56][cH:57][cH:58][cH:59][cH:60]2)([P:61]([c:62]2[cH:63][cH:64][cH:65][cH:66][cH:67]2)([c:68]2[cH:69][cH:70][cH:71][cH:72][cH:73]2)[c:74]2[cH:75][cH:76][cH:77][cH:78][cH:79]2)[P:80]([c:81]2[cH:82][cH:83][cH:84][cH:85][cH:86]2)([c:87]2[cH:88][cH:89][cH:90][cH:91][cH:92]2)[c:93]2[cH:94][cH:95][cH:96][cH:97][cH:98]2)([c:99]2[cH:100][cH:101][cH:102][cH:103][cH:104]2)[c:105]2[cH:106][cH:107][cH:108][cH:109][cH:110]2)[cH:111][cH:112]1.[n:1]1[c:2](-[c:7]2[n:8][o:9][c:10](-[c:12]3[c:13]([O:19][CH3:20])[cH:14][cH:15][c:16]([Br:18])[cH:17]3)[n:11]2)[cH:3][cH:4][cH:5][cH:6]1.[n:21]1[cH:22][cH:23][c:24]([B:27]([OH:28])[OH:29])[cH:25][cH:26]1>>[n:1]1[c:2](-[c:7]2[n:8][o:9][c:10](-[c:12]3[c:13]([O:19][CH3:20])[cH:14][cH:15][c:16](-[c:24]4[cH:23][cH:22][n:21][cH:26][cH:25]4)[cH:17]3)[n:11]2)[cH:3][cH:4][cH:5][cH:6]1. The reactants are NC=1N(C2=C(C(=NC=3C=CC=CC23)N)N1)CC(C)(O)C (1-(2,4-Diamino-1H-imidazo[4,5-c]quinolin-1-yl)-2-methylpropan-2-ol). The reagents and catalysts are [Pt](=O)=O (platinum (IV) oxide). Solvent: FC(C(=O)O)(F)F (trifluoroacetic acid). Conditions: time 8 day. Product: NC=1N(C2=C(C(=NC=3CCCCC23)N)N1)CC(C)(O)C (1-(2,4-diamino-6,7,8,9-tetrahydro-1H-imidazo[4,5-c]quinolin-1-yl)-2-methylpropan-2-ol). Isolated yield 56.5%. Reaction SMILES: [NH2:1][C:2]1[N:3]([CH2:16][C:17]([CH3:20])([OH:19])[CH3:18])[C:4]2[C:13]3[CH:12]=[CH:11][CH:10]=[CH:9][C:8]=3[N:7]=[C:6]([NH2:14])[C:5]=2[N:15]=1>[Pt](=O)=O.FC(F)(F)C(O)=O>[NH2:1][C:2]1[N:3]([CH2:16][C:17]([CH3:20])([OH:19])[CH3:18])[C:4]2[C:13]3[CH2:12][CH2:11][CH2:10][CH2:9][C:8]=3[N:7]=[C:6]([NH2:14])[C:5]=2[N:15]=1. Reported procedure: 1-(2,4-Diamino-1H-imidazo[4,5-c]quinolin-1-yl)-2-methylpropan-2-ol (0.50 g, 1.8 mmol), trifluoroacetic acid (200 mL), and platinum (IV) oxide (300 mg) were added to a Parr vessel and shaken under hydrogen pressure (45 psi, 3.1×105 Pa) for eight days. The volatiles were removed under reduced pressure, and the residue was dissolved in methanol and filtered through a layer of CELITE filter agent. The filtrate was concentrated under reduced pressure, and the resulting solid was dissolved in methanol... Starting materials: COc1cc(Br)ccc1C=O, CO, COC(OC)OC, O, Cc1ccc(S(=O)(=O)O)cc1. Product: COc1cc(Br)ccc1C(OC)OC. As a reaction SMILES: [Br:1][c:2]1[cH:3][c:4]([O:10][CH3:11])[c:5]([CH:6]=[O:7])[cH:8][cH:9]1.[CH3:31][OH:32].[CH:12]([O:13][CH3:14])([O:15][CH3:16])[O:17][CH3:18].[OH2:19].[c:20]1([CH3:21])[cH:22][cH:23][c:24]([S:25]([OH:26])(=[O:27])=[O:28])[cH:29][cH:30]1>>[Br:1][c:2]1[cH:3][c:4]([O:10][CH3:11])[c:5]([CH:12]([O:15][CH3:16])[O:17][CH3:18])[cH:8][cH:9]1.